This data is from the Open Reaction Database (ORD), a public repository of structured organic reaction records. The task is: describe an organic reaction: reactants, conditions, products, and yield The reactants are OCCCN(C1=CC(=C(C#N)C=C1)C(F)(F)F)CC(F)(F)F (4-[(3-hydroxypropyl)(2,2,2-trifluoroethyl)amino]-2-(trifluoromethyl)benzonitrile), COC1=CC=C(C=C1)O (4-methoxyphenol). Yields the product COC1=CC=C(C=C1)OCCCN(C1=CC(=C(C#N)C=C1)C(F)(F)F)CC(F)(F)F (4-[(3-{[4-(Methyloxy)phenyl]oxy}propyl)(2,2,2-trifluoroethyl)amino]-2-(trifluoromethyl)benzonitrile). RXN SMILES: [OH:1][CH2:2][CH2:3][CH2:4][N:5]([CH2:18][C:19]([F:22])([F:21])[F:20])[C:6]1[CH:13]=[CH:12][C:9]([C:10]#[N:11])=[C:8]([C:14]([F:17])([F:16])[F:15])[CH:7]=1.[CH3:23][O:24][C:25]1[CH:30]=[CH:29][C:28](O)=[CH:27][CH:26]=1>>[CH3:23][O:24][C:25]1[CH:30]=[CH:29][C:28]([O:1][CH2:2][CH2:3][CH2:4][N:5]([CH2:18][C:19]([F:20])([F:21])[F:22])[C:6]2[CH:13]=[CH:12][C:9]([C:10]#[N:11])=[C:8]([C:14]([F:16])([F:15])[F:17])[CH:7]=2)=[CH:27][CH:26]=1. Procedure details: Synthesized as described in Example 1C from 4-[(3-hydroxypropyl)(2,2,2-trifluoroethyl)amino]-2-(trifluoromethyl)benzonitrile and 4-methoxyphenol: MS (ESI) m/z 433 (M+1).